From a dataset of the Open Reaction Database (ORD), a public repository of structured organic reaction records. describe an organic reaction: reactants, conditions, products, and yield Reactants: RNA, [Mg+2].[Cl-].[Cl-] (MgCl2), C1=CN(C(=O)NC1=O)[C@H]2[C@@H]([C@@H]([C@H](O2)COP(=O)(O)OP(=O)(O)OP(=O)(O)O)O)O (UTP), C1=CN(C(=O)NC1=O)[C@H]2[C@@H]([C@@H]([C@H](O2)COP(=O)(O)OP(=O)(O)OP(=O)(O)O)O)O (UTP), NCCCCNCCCN (spermidine), P(O)(=O)(OP(=O)(O)OP(=O)(O)O)OC[C@@H]1[C@H]([C@H]([C@@H](O1)N1C=NC=2C(N)=NC=NC12)O)O (ATP), OC(=O)CCCC[C@@H]1SC[C@@H]2NC(=O)N[C@H]12.C1=CN(C(=O)NC1=O)[C@H]2[C@@H]([C@@H]([C@H](O2)COP(=O)(O)OP(=O)(O)OP(=O)(O)O)O)O (biotin UTP), P(O)(=O)(OP(=O)(O)OP(=O)(O)O)OC[C@@H]1[C@H]([C@H]([C@@H](O1)N1C=NC=2C(=O)NC(N)=NC12)O)O (GTP), C([C@H]([C@@H](CS)O)O)S (DTT), CCOC(=O)OC(=O)OCC (DEPC), C(C(CO)(CO)N)O.Cl (Tris-HCl), [Na+].[Cl-] (NaCl). The product is OC(=O)CCCC[C@@H]1SC[C@@H]2NC(=O)N[C@H]12 (biotin). The yield is 15.0%. RXN SMILES: CCOC(OC([O:9][CH2:10][CH3:11])=O)=O.C(O)[C:13]([NH2:18])([CH2:16]O)[CH2:14]O.Cl.[Mg+2].[Cl-].[Cl-].NCCCCN[CH2:30][CH2:31][CH2:32]N.[Na+].[Cl-].[CH2:36]([SH:43])[C@@H](O)[C@H](O)CS.P(OC[C@H]1[O:62][C@@H:61]([N:63]2C3N=CN=C(N)C=3N=C2)[C@H](O)[C@@H]1O)(OP(OP(O)(O)=O)(O)=O)(=O)O.P(OC[C@H]1O[C@@H](N2C3N=C(N)NC(=O)C=3N=C2)[C@H](O)[C@@H]1O)(OP(OP(O)(O)=O)(O)=O)(=O)[OH:76].C1C(=O)NC(=O)N([C@@H]2O[C@H](COP(OP(OP(O)(O)=O)(O)=O)(O)=O)[C@@H](O)[C@H]2O)C=1.OC(CCCC[C@H]1[C@@H]2[C@@H](NC(N2)=O)CS1)=O.C1C(=O)NC(=O)N([C@@H]2O[C@H](COP(OP(OP(O)(O)=O)(O)=O)(O)=O)[C@@H](O)[C@H]2O)C=1>>[OH:76][C:10]([CH2:11][CH2:32][CH2:31][CH2:30][C@H:16]1[C@@H:13]2[C@@H:14]([NH:63][C:61]([NH:18]2)=[O:62])[CH2:36][S:43]1)=[O:9] |f:1.2,3.4.5,7.8,13.14|. Reported procedure: Each transcription reaction with T7 or T3 RNA polymerase is carried out in an Eppendorf tube with the following conditions: DEPC H20 q.s. 20 μl; 40 mM Tris-HCl pH 7.5; 6 mM MgCl2; 2 mM spermidine; 5 mM NaCl; 10 mM DTT; 100 μg/ml bovine serum albumin (BSA) (fraction V, Sigma); 500 μM CTP, ATP, GTP; variable amounts of UTP, biotin-UTP and DIG-UTP, depending on the desired percentage of modification (for example, to obtain a 15% biotin and 10% DIG riboprobe: 75 μM biotin-UTP; 50 μM DIG-UTP, 375 μM ... Starting materials: CCO, COC(=O)c1ccc(C)cc1OS(=O)(=O)C(F)(F)F, Cc1ccccc1, CCOC(C)=O, [Cl-], [Li+], [Na+], [Na+], O=C([O-])[O-], OB(O)c1ccc(F)cc1, c1ccc(P(c2ccccc2)(c2ccccc2)[Pd](P(c2ccccc2)(c2ccccc2)c2ccccc2)(P(c2ccccc2)(c2ccccc2)c2ccccc2)P(c2ccccc2)(c2ccccc2)c2ccccc2)cc1. Yields the product COC(=O)c1ccc(C)cc1-c1ccc(F)cc1. Reaction SMILES: [CH3:128][CH2:129][OH:130].[CH3:1][c:2]1[cH:3][c:4]([O:12][S:13]([C:14]([F:15])([F:16])[F:17])(=[O:18])=[O:19])[c:5]([C:6](=[O:7])[O:8][CH3:9])[cH:10][cH:11]1.[CH3:38][c:39]1[cH:40][cH:41][cH:42][cH:43][cH:44]1.[CH3:45][CH2:46][O:47][C:48](=[O:49])[CH3:50].[Cl-:37].[Li+:36].[Na+:20].[Na+:21].[O-:22][C:23](=[O:24])[O-:25].[OH:26][B:27]([OH:28])[c:29]1[cH:30][cH:31][c:32]([F:33])[cH:34][cH:35]1.[cH:51]1[cH:52][cH:53][c:54]([P:55]([Pd:56]([P:57]([c:58]2[cH:59][cH:60][cH:61][cH:62][cH:63]2)([c:64]2[cH:65][cH:66][cH:67][cH:68][cH:69]2)[c:70]2[cH:71][cH:72][cH:73][cH:74][cH:75]2)([P:76]([c:77]2[cH:78][cH:79][cH:80][cH:81][cH:82]2)([c:83]2[cH:84][cH:85][cH:86][cH:87][cH:88]2)[c:89]2[cH:90][cH:91][cH:92][cH:93][cH:94]2)[P:95]([c:96]2[cH:97][cH:98][cH:99][cH:100][cH:101]2)([c:102]2[cH:103][cH:104][cH:105][cH:106][cH:107]2)[c:108]2[cH:109][cH:110][cH:111][cH:112][cH:113]2)([c:114]2[cH:115][cH:116][cH:117][cH:118][cH:119]2)[c:120]2[cH:121][cH:122][cH:123][cH:124][cH:125]2)[cH:126][cH:127]1>>[CH3:1][c:2]1[cH:3][c:4](-[c:29]2[cH:30][cH:31][c:32]([F:33])[cH:34][cH:35]2)[c:5]([C:6](=[O:7])[O:8][CH3:9])[cH:10][cH:11]1. The reactants are C(C)(N)=NO (acetamide oxime), C[O-].[Na+] (sodium methoxide), [C@@]12(CN(C[C@@H]2C1)C(=O)OC(C)(C)C)C(=O)OCC ((1R,5R)-3-tert-butyl 1-ethyl 3-azabicyclo[3.1.0]hexane-1,3-dicarboxylate). The solvent is CC1OCCC1 (2-Methyl-tetrahydrofuran). The product is CC1=NOC(=N1)[C@]12CN(C[C@@H]2C1)C(=O)OC(C)(C)C ((1R,5R)-tert-Butyl 1-(3-methyl-1,2,4-oxadiazol-5-yl)-3-azabicyclo[3.1.0]hexane-3-carboxylate). The yield is 56.5%. As a reaction SMILES: [C:1](=[N:4][OH:5])([NH2:3])[CH3:2].C[O-].[Na+].[C@:9]12([C:22](OCC)=O)[CH2:14][C@H:13]1[CH2:12][N:11]([C:15]([O:17][C:18]([CH3:21])([CH3:20])[CH3:19])=[O:16])[CH2:10]2>CC1CCCO1>[CH3:2][C:1]1[N:3]=[C:22]([C@:9]23[CH2:14][C@H:13]2[CH2:12][N:11]([C:15]([O:17][C:18]([CH3:21])([CH3:20])[CH3:19])=[O:16])[CH2:10]3)[O:5][N:4]=1 |f:1.2|. Procedure: 2-Methyl-tetrahydrofuran (40 mL), acetamide oxime (0.93 g, 0.0125 mol) and sodium methoxide (1.1 g, 0.020 mol) were added to (1R,5R)-3-tert-butyl 1-ethyl 3-azabicyclo[3.1.0]hexane-1,3-dicarboxylate (142) (1.27 g, 0.0050 mol) and the mixture was heated to reflux for 3 hours. Upon cooling the suspension was partitioned between ethyl acetate (100 mL) and water (25 mL). The organic layer was washed with water (25 mL), saturated sodium chloride (25 mL) and dried over Na2SO4. The mixture was concentra... Starting materials: [H-].[Na+] (NaH), ice, BrCCCCCCCCCCCCCC (1-Bromotetradecane), [K+].[Br-] (KBr), C1(=CC=CC=C1)NC1=C(N=NS1)C(=O)N (5-(N-phenylamino)-1,2,3-thiadiazole-4-carboxamide). Solvent: CN(C)C=O (DMF). Reaction conditions: time 1 hour. Product: C(CCCCCCCCCCCCC)N(C1=CC=CC=C1)C1=C(N=NS1)C(=O)N (5-(N-myristyl-N-phenylamino)-1,2,3-thiadiazole-4-carboxamide). Reaction SMILES: [H-].[Na+].[C:3]1([NH:9][C:10]2[S:14][N:13]=[N:12][C:11]=2[C:15]([NH2:17])=[O:16])[CH:8]=[CH:7][CH:6]=[CH:5][CH:4]=1.Br[CH2:19][CH2:20][CH2:21][CH2:22][CH2:23][CH2:24][CH2:25][CH2:26][CH2:27][CH2:28][CH2:29][CH2:30][CH2:31][CH3:32].[K+].[Br-]>CN(C=O)C>[CH2:32]([N:9]([C:10]1[S:14][N:13]=[N:12][C:11]=1[C:15]([NH2:17])=[O:16])[C:3]1[CH:4]=[CH:5][CH:6]=[CH:7][CH:8]=1)[CH2:31][CH2:30][CH2:29][CH2:28][CH2:27][CH2:26][CH2:25][CH2:24][CH2:23][CH2:22][CH2:21][CH2:20][CH3:19] |f:0.1,4.5|. Reported procedure: To an ice-cooled suspension of NaH (19 mg, 60 wt % in oil, 0.46 mmole) in 3 mL of DMF was added 5-(N-phenylamino)-1,2,3-thiadiazole-4-carboxamide (100 mg, 0.46 mmole). The mixture was stirred at room temperature for 1 h. 1-Bromotetradecane (131 mg, 0.47 mmole) was then added to the reaction mixture which was cooled in ice bath. The reaction was carried out overnight with stirring and then quenched with a mixture of 5 mL of saturated aqueous NH4Cl 5 mL of saturated aqueous NaCl and 10 mL EtOAc. T... Starting materials: C(C)(C)N(CC)C(C)C (diisopropylethylamine), C(C#CC)OC1=NC=NC(=C1)Cl (4-(2-butynyloxy)-6-chloropyrimidine), ClC1=C(C=CC=C1)S (2-chlorothiophenol), [Cl-].[NH4+] (ammonium chloride). Solvent: C(Cl)(Cl)Cl (chloroform). Reaction conditions: time 7 hour. Product: C(C#CC)OC1=NC=NC(=C1)SC1=C(C=CC=C1)Cl (4-(2-butynyloxy)-6-(2-chlorothiophenoxy)pyrimidine). The yield is 64.1%. As a reaction SMILES: C(N(C(C)C)CC)(C)C.[CH2:10]([O:14][C:15]1[CH:20]=[C:19](Cl)[N:18]=[CH:17][N:16]=1)[C:11]#[C:12][CH3:13].[Cl:22][C:23]1[CH:28]=[CH:27][CH:26]=[CH:25][C:24]=1[SH:29].[Cl-].[NH4+]>C(Cl)(Cl)Cl>[CH2:10]([O:14][C:15]1[CH:20]=[C:19]([S:29][C:24]2[CH:25]=[CH:26][CH:27]=[CH:28][C:23]=2[Cl:22])[N:18]=[CH:17][N:16]=1)[C:11]#[C:12][CH3:13] |f:3.4|. Reported procedure: To 5 ml of chloroform were added 0.95 ml of diisopropylethylamine, 0.5 g of 4-(2-butynyloxy)-6-chloropyrimidine, and 0.42 g of 2-chlorothiophenol, followed by stirring at room temperature for 7 hours. The reaction mixture was then poured into a saturated aqueous ammonium chloride solution and extracted three times with chloroform. The chloroform layers were combined, washed with water, dried over anhydrous magnesium sulfate, and then concentrated. The residue was subjected to silica gel column c... The reactants are NC1=CC2=C(N=C(S2)NCCN2CCCC2)C=C1 (6-Amino-2-(2-pyrrolidin-1-yl-ethylamino)benzothiazole), Br.C1(=CC=CC=C1)SC(=N)C=1SC=CC1 (thiophene-2-carboximidothioic acid phenyl ester hydrobromide). Run in C(C)O (ethanol). The product is N1(CCCC1)CCNC=1SC2=C(N1)C=CC(=C2)NC(=N)C=2SC=CC2 (N-[2-(2-pyrrolidin-1-ylethylamino)-benzothiazol-6-yl]-2-thiophenecarboximidamide). Reaction SMILES: [NH2:1][C:2]1[CH:18]=[CH:17][C:5]2[N:6]=[C:7]([NH:9][CH2:10][CH2:11][N:12]3[CH2:16][CH2:15][CH2:14][CH2:13]3)[S:8][C:4]=2[CH:3]=1.Br.C1(S[C:27]([C:29]2[S:30][CH:31]=[CH:32][CH:33]=2)=[NH:28])C=CC=CC=1>C(O)C>[N:12]1([CH2:11][CH2:10][NH:9][C:7]2[S:8][C:4]3[CH:3]=[C:2]([NH:1][C:27]([C:29]4[S:30][CH:31]=[CH:32][CH:33]=4)=[NH:28])[CH:18]=[CH:17][C:5]=3[N:6]=2)[CH2:16][CH2:15][CH2:14][CH2:13]1 |f:1.2|. Reported procedure: 6-Amino-2-(2-pyrrolidin-1-yl-ethylamino)benzothiazole (Example 12, 28 mg, 0.11 mmol) and thiophene-2-carboximidothioic acid phenyl ester hydrobromide (32 mg, 0.11 mmol) in 3 mL of ethanol (denatured) was stirred at room temperature for 20 hours. The solvent was removed and the residue was partitioned between 5 mL of H2O and 10 mL of Et2O. The aqueous layer was concentrated to give the title compound. 1H-NMR (CD3OD): δ 8.08 (m, 2H); 7.72 (d, 1H, J=2.0 Hz); 7.64 (d, 1H, J=8.0 Hz); 7.30 (m, 2H); 3.... Reactants: CCOC(=O)NN1CCN(CCCCC(=O)c2ccccc2)CC1, CCO, Cl, [K+], [OH-], O. Yields the product NN1CCN(CCCCC(=O)c2ccccc2)CC1. RXN SMILES: [C:1]([c:2]1[cH:3][cH:4][cH:5][cH:6][cH:7]1)(=[O:8])[CH2:9][CH2:10][CH2:11][CH2:12][N:13]1[CH2:14][CH2:15][N:16]([NH:19][C:20]([O:21][CH2:22][CH3:23])=[O:24])[CH2:17][CH2:18]1.[CH3:28][CH2:29][OH:30].[ClH:27].[K+:26].[OH-:25].[OH2:31]>>[C:1]([c:2]1[cH:3][cH:4][cH:5][cH:6][cH:7]1)(=[O:8])[CH2:9][CH2:10][CH2:11][CH2:12][N:13]1[CH2:14][CH2:15][N:16]([NH2:19])[CH2:17][CH2:18]1. Starting materials: C(C1=CC=CC=C1)OC1=CC=C(C=C1)C=CC(C=CC1=CC=C(C=C1)OCC1=CC=CC=C1)=O (1,5-Bis-(4-benzyloxy-phenyl)-penta-1,4-dien-3-one), alcohol, ketone, [O-]S(=O)(=O)[O-].[Ba+2] (BaSO4), C1CCOC1 (THF), CC(=O)C.OS(=O)(=O)O.O=[Cr](=O)=O (Jones reagent). Reagents/catalysts: [Pd] (Pd). The solvent is C(C)(C)O (Isopropanol), CC(=O)C (acetone). Conditions: time 8 hour. Yields the product C(C1=CC=CC=C1)OC1=CC=C(C=C1)CCC(CCC1=CC=C(C=C1)OCC1=CC=CC=C1)=O (1,5-Bis (4-benzyloxy-phenyl)-pentan-3-one). Reaction SMILES: [CH2:1]([O:8][C:9]1[CH:14]=[CH:13][C:12]([CH:15]=[CH:16][C:17](=[O:34])[CH:18]=[CH:19][C:20]2[CH:25]=[CH:24][C:23]([O:26][CH2:27][C:28]3[CH:33]=[CH:32][CH:31]=[CH:30][CH:29]=3)=[CH:22][CH:21]=2)=[CH:11][CH:10]=1)[C:2]1[CH:7]=[CH:6][CH:5]=[CH:4][CH:3]=1.[O-]S([O-])(=O)=O.[Ba+2].C1COCC1.CC(C)=O.OS(O)(=O)=O.O=[Cr](=O)=O>CC(C)=O.[Pd].C(O)(C)C>[CH2:27]([O:26][C:23]1[CH:24]=[CH:25][C:20]([CH2:19][CH2:18][C:17](=[O:34])[CH2:16][CH2:15][C:12]2[CH:11]=[CH:10][C:9]([O:8][CH2:1][C:2]3[CH:3]=[CH:4][CH:5]=[CH:6][CH:7]=3)=[CH:14][CH:13]=2)=[CH:21][CH:22]=1)[C:28]1[CH:29]=[CH:30][CH:31]=[CH:32][CH:33]=1 |f:1.2,4.5.6|. Procedure details: Hydrogenation of 24.4 g (54.7 mmol) of 1,5-bis-(4-benzyloxy-phenyl)-penta-1,4-dien-3-one prepared in Example A was effected as described in General Method 3 using 1.0 g 5% Pd over BaSO4 and 1000 mL of THF under hydrogen atmosphere. The product contained both ketone and alcohol. Therefore, the mixture was dissolved in acetone (approximately 500 mL), treated with 10 mL of 8.0N Jones reagent, and stirred overnight at room temperature. Isopropanol was added, and the mixture was filtered through Celi...